describe an organic reaction: reactants, conditions, products, and yield From a dataset of the Open Reaction Database (ORD), a public repository of structured organic reaction records. The reactants are CCN(C(C)C)C(C)C, C1COCCN1, CN(c1cccc2cc(C3=NCC(CC(=O)O)S3)[nH]c12)S(=O)(=O)c1cccs1, CCN=C=NCCCN(C)C, CN(C)C=O, Cl, O, On1nnc2ccccc21. Product: CN(c1cccc2cc(C3=NCC(CC(=O)N4CCOCC4)S3)[nH]c12)S(=O)(=O)c1cccs1. RXN SMILES: [CH2:51]([N:52]([CH:53]([CH3:54])[CH3:55])[CH:56]([CH3:57])[CH3:58])[CH3:59].[CH2:60]1[CH2:61][O:62][CH2:63][CH2:64][NH:65]1.[CH3:1][N:2]([c:3]1[cH:4][cH:5][cH:6][c:7]2[cH:8][c:9]([C:12]3=[N:16][CH2:15][CH:14]([CH2:17][C:18](=[O:19])[OH:20])[S:13]3)[nH:10][c:11]12)[S:21](=[O:22])(=[O:23])[c:24]1[s:25][cH:26][cH:27][cH:28]1.[CH3:40][N:41]([CH3:42])[CH2:43][CH2:44][CH2:45][N:46]=[C:47]=[N:48][CH2:49][CH3:50].[CH3:66][N:67]([CH3:68])[CH:69]=[O:70].[ClH:39].[OH2:71].[n:29]1([OH:30])[c:31]2[cH:32][cH:33][cH:34][cH:35][c:36]2[n:37][n:38]1>>[CH3:1][N:2]([c:3]1[cH:4][cH:5][cH:6][c:7]2[cH:8][c:9]([C:12]3=[N:16][CH2:15][CH:14]([CH2:17][C:18](=[O:20])[N:65]4[CH2:60][CH2:61][O:62][CH2:63][CH2:64]4)[S:13]3)[nH:10][c:11]12)[S:21](=[O:22])(=[O:23])[c:24]1[s:25][cH:26][cH:27][cH:28]1. Reactants: ClC1=C(C=C(C=C1)S(=O)(=O)Cl)[N+](=O)[O-] (4-chloro-3-nitrobenzene sulphonyl chloride), Cl (hydrochloric acid), N(CCO)CCO (diethanolamine), ice water. The solvent is CC(=O)C (acetone). Conditions: time 2 hour. Yields the product ClC1=C(C=CC=C1)[N+](=O)[O-].OCCN(S(=O)=O)CCO (4-Chloro-3-nitrobenzene N,N-bis (2-hydroxyethyl) sulphonamide). Reaction SMILES: [Cl:1][C:2]1[CH:7]=[CH:6][C:5]([S:8](Cl)(=[O:10])=[O:9])=[CH:4][C:3]=1[N+:12]([O-:14])=[O:13].[NH:15]([CH2:19][CH2:20][OH:21])[CH2:16][CH2:17][OH:18].Cl>CC(C)=O>[Cl:1][C:2]1[CH:7]=[CH:6][CH:5]=[CH:4][C:3]=1[N+:12]([O-:14])=[O:13].[OH:18][CH2:17][CH2:16][N:15]([CH2:19][CH2:20][OH:21])[SH:8](=[O:9])=[O:10] |f:4.5|. Reported procedure: To a stirred solution of 4-chloro-3-nitrobenzene sulphonyl chloride (157.65 g; 0.616 mol) in acetone A.R. (300 ml), diethanolamine (155.19 g; 1.478 mol) was added dropwise at <20° C. over 1 hour. After stirring for a further 11/2 hours at <20° C. the yellow/brown reaction mixture was poured into ice/water (1500 g) with stirring. The resulting mixture was stirred for 11/2 hours and then the pH adjusted to pH7 by the addition of concentrated hydrochloric acid SG 1.18, filtered and washed copiously... Starting materials: 100, P(Cl)(Cl)Cl (phosphorus trichloride), FC(C1=NC2=C(C=CC=C2C(=C1)O)C(F)(F)F)(F)F (2,8-bis-(trifluoromethyl)-4-hydroxyquinoline). Product: FC(C1=NC2=C(C=CC=C2C(=C1)Cl)C(F)(F)F)(F)F (2,8-bis-(trifluoromethyl)-4-chloroquinoline). As a reaction SMILES: P(Cl)(Cl)[Cl:2].[F:5][C:6]([F:23])([F:22])[C:7]1[CH:16]=[C:15](O)[C:14]2[C:9](=[C:10]([C:18]([F:21])([F:20])[F:19])[CH:11]=[CH:12][CH:13]=2)[N:8]=1>>[F:5][C:6]([F:23])([F:22])[C:7]1[CH:16]=[C:15]([Cl:2])[C:14]2[C:9](=[C:10]([C:18]([F:21])([F:20])[F:19])[CH:11]=[CH:12][CH:13]=2)[N:8]=1. Procedure details: A mixture of 100 parts by volume of phosphorus trichloride and 40 parts of 2,8-bis-(trifluoromethyl)-4-hydroxyquinoline is refluxed for 8 hours. Most of the excess phosphorus trichloride is then distilled off, the residue is poured onto 200 parts of ice-water and the pH is brought to 12-13 with 12 N sodium hydroxide solution. The mixture is then extracted with methylene chloride, the extract is dried over sodium sulfate and the solvent is stripped off under reduced pressure. 40.2 parts=94% of th...